Dataset: the Open Reaction Database (ORD), a public repository of structured organic reaction records. Task: describe an organic reaction: reactants, conditions, products, and yield The reactants are IC=1C(=NNC1)C=1SC=CC1 (4-iodo-3-(2-thienyl)-1H-pyrazole), [H-].[Na+] (sodium hydride), IC=1C(=NN(C1)C(C)C)C=1SC=CC1 (4-iodo-1-isopropyl-3-(2-thienyl)-1H-pyrazole), C(C)(C)I (isopropyl iodide). Run in CN(C=O)C (N,N-dimethylformamide), CC(C)(C)OC (MTBE), O (water). Run at time 2 hour. The product is mixture, IC=1C=NN(C1C=1SC=CC1)C(C)C (4-iodo-1-isopropyl-5-(2-thienyl)-1H-pyrazole). Isolated yield 99.0%. Reaction SMILES: [I:1][C:2]1[C:3]([C:7]2[S:8][CH:9]=[CH:10][CH:11]=2)=[N:4][NH:5][CH:6]=1.[H-].[Na+].[CH:14](I)([CH3:16])[CH3:15].IC1C(C2SC=CC=2)=NN(C(C)C)C=1>CN(C)C=O.CC(OC)(C)C.O>[I:1][C:2]1[CH:6]=[N:5][N:4]([CH:14]([CH3:16])[CH3:15])[C:3]=1[C:7]1[S:8][CH:9]=[CH:10][CH:11]=1 |f:1.2|. Reported procedure: To a solution of 4-iodo-3-(2-thienyl)-1H-pyrazole (1.1 mmol) in 3 mL dry N,N-dimethylformamide under argon atmosphere was added sodium hydride (1.3 mmol, 60% dispersion in mineral oil) in portions. The reaction mixture was stirred at room temperature, then isopropyl iodide (1.7 mmol) was added dropwise. After 2 h at room temperature, water and MTBE were added to the reaction mixture. The phases were separated and the aqueous phase was extracted with MTBE. The combined organic extracts were succe... Starting materials: C(C1=CC=CC=C1)N1C(=NC2=C(C1=O)C=CC=N2)CC(C)C (3-benzyl-2-isobutyl-3-H-pyrido[2,3-d]pyrimidin-4-one), CC(=O)[O-].[Na+] (NaOAc), BrBr (bromine), Formula 105, ice water. Solvent: C(C)(=O)O (acetic acid). Reaction conditions: temperature 40 celsius, time 1 hour. Yields the product NCCCN(C(C1=CC=C(C=C1)C)=O)C(C(C)C)C=1N(C(C2=C(N1)N=CC=C2)=O)CC2=CC=CC=C2 (N-(3-amino-propyl)-N-[1-(3-benzyl-4-oxo-3,4-dihydro-pyrido[2,3-d]pyrimidin-2-yl)-2-methyl-propyl]-4-methyl-benzamide), C(C1=CC=CC=C1)N1C(=NC2=C(C1=O)C=CC=N2)C(C(C)C)Br (3-benzyl-2-(1-bromo-2-methyl-propyl)-3-H-pyrido[2,3-d]pyrimidin-4-one). RXN SMILES: [CH2:1]([N:8]1[C:13](=[O:14])[C:12]2[CH:15]=[CH:16][CH:17]=[N:18][C:11]=2[N:10]=[C:9]1[CH2:19][CH:20]([CH3:22])[CH3:21])[C:2]1[CH:7]=[CH:6][CH:5]=[CH:4][CH:3]=1.[CH3:23][C:24]([O-:26])=O.[Na+].[Br:28]Br>C(O)(=O)C>[NH2:8][CH2:13][CH2:12][CH2:11][N:10]([CH:19]([C:9]1[N:8]([CH2:1][C:2]2[CH:3]=[CH:4][CH:5]=[CH:6][CH:7]=2)[C:13](=[O:14])[C:12]2[CH:15]=[CH:16][CH:17]=[N:18][C:11]=2[N:10]=1)[CH:20]([CH3:22])[CH3:21])[C:24](=[O:26])[C:23]1[CH:4]=[CH:3][C:2]([CH3:1])=[CH:7][CH:6]=1.[CH2:1]([N:8]1[C:13](=[O:14])[C:12]2[CH:15]=[CH:16][CH:17]=[N:18][C:11]=2[N:10]=[C:9]1[CH:19]([Br:28])[CH:20]([CH3:22])[CH3:21])[C:2]1[CH:3]=[CH:4][CH:5]=[CH:6][CH:7]=1 |f:1.2|. Procedure: Preparation of Formula 105 where R1 to R3 are H; R5 is Benzyl; R6 is i-Propyl; R6′ is H; W, X and Y are —C═; and Z is —N═: To a stirred, 40° C. mixture of 3-benzyl-2-isobutyl-3-H-pyrido[2,3-d]pyrimidin-4-one (2.82 g, 9.603 mmol), NaOAc (1.18 g, 14.41 mmol) and acetic acid (40 mL) was added bromine (2.31g, 14.41 mmol) dropwise. The reaction mixture was stirred at 40° C. for 1 h until complete consumption of the starting material was observed by TLC. The reaction mixture was poured into ice water ... The reactants are CCOC(=O)C(F)(F)F, [H-], [Na+], CC(=O)C=Cc1ccccc1. Product: O=C(C=Cc1ccccc1)CC(=O)C(F)(F)F. As a reaction SMILES: [F:3][C:4]([C:5]([O:7][CH2:6][CH3:8])=[O:9])([F:10])[F:11].[H-:1].[Na+:2].[c:12]1([CH:18]=[CH:19][C:20]([CH3:21])=[O:22])[cH:13][cH:14][cH:15][cH:16][cH:17]1>>[F:3][C:4]([C:5](=[O:7])[CH2:21][C:20]([CH:19]=[CH:18][c:12]1[cH:13][cH:14][cH:15][cH:16][cH:17]1)=[O:22])([F:10])[F:11]. Starting materials: C#CC(C)(C)Oc1ccc(I)cc1, c1ccc2ncccc2c1. The product is CC1(C)C=Cc2cc(I)ccc2O1. RXN SMILES: [CH3:1][C:2]([C:3]#[CH:4])([CH3:5])[O:6][c:7]1[cH:8][cH:9][c:10]([I:13])[cH:11][cH:12]1.[cH:14]1[cH:15][c:16]2[c:17]([n:18][cH:19][cH:20][cH:21]2)[cH:22][cH:23]1>>[CH3:1][C:2]1([CH3:5])[CH:3]=[CH:4][c:8]2[c:7]([cH:12][cH:11][c:10]([I:13])[cH:9]2)[O:6]1. Reactants: O=C1CCC(=O)N1Br, ClCCl, CS(=O)(=O)c1ccc(C(CC2CCCCC2)C(=O)O)cc1C(F)(F)F, Nc1nccs1, c1ccc(P(c2ccccc2)c2ccccc2)cc1. Product: CS(=O)(=O)c1ccc(C(CC2CCCCC2)C(=O)Nc2nccs2)cc1C(F)(F)F. RXN SMILES: [Br:20][N:21]1[C:22](=[O:23])[CH2:24][CH2:25][C:26]1=[O:27].[CH2:59]([Cl:60])[Cl:61].[CH:28]1([CH2:34][CH:35]([C:36](=[O:37])[OH:38])[c:39]2[cH:40][c:41]([C:49]([F:50])([F:51])[F:52])[c:42]([S:45](=[O:46])(=[O:47])[CH3:48])[cH:43][cH:44]2)[CH2:29][CH2:30][CH2:31][CH2:32][CH2:33]1.[NH2:53][c:54]1[s:55][cH:56][cH:57][n:58]1.[c:1]1([P:2]([c:3]2[cH:4][cH:5][cH:6][cH:7][cH:8]2)[c:9]2[cH:10][cH:11][cH:12][cH:13][cH:14]2)[cH:15][cH:16][cH:17][cH:18][cH:19]1>>[CH:28]1([CH2:34][CH:35]([C:36](=[O:38])[NH:53][c:54]2[s:55][cH:56][cH:57][n:58]2)[c:39]2[cH:40][c:41]([C:49]([F:50])([F:51])[F:52])[c:42]([S:45](=[O:46])(=[O:47])[CH3:48])[cH:43][cH:44]2)[CH2:29][CH2:30][CH2:31][CH2:32][CH2:33]1.